This data is from the Open Reaction Database (ORD), a public repository of structured organic reaction records. The task is: describe an organic reaction: reactants, conditions, products, and yield The reactants are O=C([O-])[O-], CN(C)C=O, O=C(Nc1cccc(C(F)(F)F)c1)c1cccnc1Cl, [K+], [K+], NCCc1ccncc1. Yields the product O=C(Nc1cccc(C(F)(F)F)c1)c1cccnc1NCCc1ccncc1. Reaction SMILES: [C:30](=[O:31])([O-:32])[O-:33].[CH3:36][N:37]([CH3:38])[CH:39]=[O:40].[Cl:10][c:11]1[n:12][cH:13][cH:14][cH:15][c:16]1[C:17](=[O:18])[NH:19][c:20]1[cH:21][c:22]([C:26]([F:27])([F:28])[F:29])[cH:23][cH:24][cH:25]1.[K+:34].[K+:35].[n:1]1[cH:2][cH:3][c:4]([CH2:7][CH2:8][NH2:9])[cH:5][cH:6]1>>[n:1]1[cH:2][cH:3][c:4]([CH2:7][CH2:8][NH:9][c:11]2[n:12][cH:13][cH:14][cH:15][c:16]2[C:17](=[O:18])[NH:19][c:20]2[cH:21][c:22]([C:26]([F:27])([F:28])[F:29])[cH:23][cH:24][cH:25]2)[cH:5][cH:6]1. Starting materials: C(C)(C)(C)OC(=O)NC(C)C1=NC2=CC=C(C=C2C(=C1C1=NC=CC=C1)C(=O)O)F (2-(1-(tert-butoxycarbonylamino)ethyl)-6-fluoro-3-(pyridin-2-yl)quinoline-4-carboxylic acid), C(C)(=O)NN (acetic hydrazide), Cl.CN(CCCN=C=NCC)C (1-(3-dimethylaminopropyl)-3-ethylcarbodiimide hydrochloride), N1=NN(C2=NC=CC=C21)O (3H-[1,2,3]triazolo[4,5-b]pyridin-3-ol), C([O-])(O)=O.[Na+] (sodium bicarbonate). The solvent is C(Cl)Cl (DCM), CN(C)C=O (DMF). Run at time 15 hour. Product: C(C)(=O)NNC(=O)C1=C(C(=NC2=CC=C(C=C12)F)C(C)NC(OC(C)(C)C)=O)C1=NC=CC=C1 (tert-butyl 1-(4-(2-acetylhydrazinecarbonyl)-6-fluoro-3-(pyridin-2-yl)quinolin-2-yl)ethylcarbamate). RXN SMILES: [C:1]([O:5][C:6]([NH:8][CH:9]([C:11]1[C:20]([C:21]2[CH:26]=[CH:25][CH:24]=[CH:23][N:22]=2)=[C:19]([C:27](O)=[O:28])[C:18]2[C:13](=[CH:14][CH:15]=[C:16]([F:30])[CH:17]=2)[N:12]=1)[CH3:10])=[O:7])([CH3:4])([CH3:3])[CH3:2].[C:31]([NH:34][NH2:35])(=[O:33])[CH3:32].Cl.CN(C)CCCN=C=NCC.N1C2C(=NC=CC=2)N(O)N=1.C(=O)(O)[O-].[Na+]>C(Cl)Cl.CN(C=O)C>[C:31]([NH:34][NH:35][C:27]([C:19]1[C:18]2[C:13](=[CH:14][CH:15]=[C:16]([F:30])[CH:17]=2)[N:12]=[C:11]([CH:9]([NH:8][C:6](=[O:7])[O:5][C:1]([CH3:2])([CH3:3])[CH3:4])[CH3:10])[C:20]=1[C:21]1[CH:26]=[CH:25][CH:24]=[CH:23][N:22]=1)=[O:28])(=[O:33])[CH3:32] |f:2.3,5.6|. Procedure details: A solution of 2-(1-(tert-butoxycarbonylamino)ethyl)-6-fluoro-3-(pyridin-2-yl)quinoline-4-carboxylic acid (2.011 g, 4.89 mmol) and acetic hydrazide (0.543 g, 7.33 mmol) in DCM (10.99 mL) and DMF (1.222 mL) was treated 0° C. with 1-(3-dimethylaminopropyl)-3-ethylcarbodiimide hydrochloride (EDC.HCl) (2.81 g, 14.66 mmol), 3H-[1,2,3]triazolo[4,5-b]pyridin-3-ol (HOAt) (1.995 g, 14.66 mmol), and sodium bicarbonate (1.232 g, 14.66 mmol) successively at 0° C. Then the reaction was stirred at rt. After 15... Starting materials: NC1=CC=C(C=C1)N1C[C@H](CC1)N(C)C ((3S)-1-(4-aminophenyl)-N,N-dimethylpyrrolidin-3-amine), C(C=C)N1N(C2=NC(=NC=C2C1=O)SC)C1=CC=CC(=N1)N1C(C=CC=C1)=O (6′-[2-allyl-6-(methylthio)-3-oxo-2,3-dihydro-1H-pyrazolo[3,4-d]pyrimidin-1-yl]-2H-1,2′-bipyridin-2-one). Product: C(C=C)N1N(C2=NC(=NC=C2C1=O)NC1=CC=C(C=C1)N1C[C@H](CC1)N(C)C)C1=CC=CC(=N1)N1C(C=CC=C1)=O (6′-[2-allyl-6-({4-[(3S)-3-(dimethylamino)pyrrolidin-1-yl]phenyl}amino)-3-oxo-2,3-dihydro-1H-pyrazolo[3,4-d]pyrimidin-1-yl]-2H-1,2′-bipyridin-2-one). Reaction SMILES: [NH2:1][C:2]1[CH:7]=[CH:6][C:5]([N:8]2[CH2:12][CH2:11][C@H:10]([N:13]([CH3:15])[CH3:14])[CH2:9]2)=[CH:4][CH:3]=1.[CH2:16]([N:19]1[C:27](=[O:28])[C:26]2[C:21](=[N:22][C:23](SC)=[N:24][CH:25]=2)[N:20]1[C:31]1[N:36]=[C:35]([N:37]2[CH:42]=[CH:41][CH:40]=[CH:39][C:38]2=[O:43])[CH:34]=[CH:33][CH:32]=1)[CH:17]=[CH2:18]>>[CH2:16]([N:19]1[C:27](=[O:28])[C:26]2[C:21](=[N:22][C:23]([NH:1][C:2]3[CH:7]=[CH:6][C:5]([N:8]4[CH2:12][CH2:11][C@H:10]([N:13]([CH3:15])[CH3:14])[CH2:9]4)=[CH:4][CH:3]=3)=[N:24][CH:25]=2)[N:20]1[C:31]1[N:36]=[C:35]([N:37]2[CH:42]=[CH:41][CH:40]=[CH:39][C:38]2=[O:43])[CH:34]=[CH:33][CH:32]=1)[CH:17]=[CH2:18]. Procedure details: The entitled compound was obtained as a yellow solid (36.7 mg) in the same manner as in Production Example 12-2, for which, however, (3S)-1-(4-aminophenyl)-N,N-dimethylpyrrolidin-3-amine was used in place of [5-amino-2-(4-methylpiperazin-1-yl)phenyl]methanol used in Production Example 12-2, and 6′-[2-allyl-6-(methylthio)-3-oxo-2,3-dihydro-1H-pyrazolo[3,4-d]pyrimidin-1-yl]-2H-1,2′-bipyridin-2-one was used in place of 2-allyl-6-(methylthio)-1-pyridin-2-yl-3H-pyrazolo[3,4-d]pyrimidin-3-one. Starting materials: Cl, Nc1ccccc1, O=C(O)c1cc2ccccc2cc1O. The product is O=C(O)c1cc2ccccc2cc1Nc1ccccc1. RXN SMILES: [ClH:22].[NH2:15][c:16]1[cH:17][cH:18][cH:19][cH:20][cH:21]1.[OH:1][c:2]1[c:3]([C:12](=[O:13])[OH:14])[cH:4][c:5]2[cH:6][cH:7][cH:8][cH:9][c:10]2[cH:11]1>>[c:2]1([NH:15][c:16]2[cH:17][cH:18][cH:19][cH:20][cH:21]2)[c:3]([C:12](=[O:13])[OH:14])[cH:4][c:5]2[cH:6][cH:7][cH:8][cH:9][c:10]2[cH:11]1. Reactants: N1N=CN=C1 (1,2,4-triazole), ClC=1N=C(C2=C(N1)SC(=C2)[N+](=O)[O-])NCC2=CC=CC=C2 (2-chloro-6-nitro-4-benzylamino-thieno-[2,3-d]-pyrimidine). Product: N1(N=CN=C1)C=1N=C(C2=C(N1)SC(=C2)[N+](=O)[O-])NCC2=CC=CC=C2 (2-(1,2,4-triazol-1-yl) -6-nitro-4-benzylamino-thieno-[2,3-d]-pyrimidine). As a reaction SMILES: [NH:1]1[CH:5]=[N:4][CH:3]=[N:2]1.Cl[C:7]1[N:8]=[C:9]([NH:19][CH2:20][C:21]2[CH:26]=[CH:25][CH:24]=[CH:23][CH:22]=2)[C:10]2[CH:15]=[C:14]([N+:16]([O-:18])=[O:17])[S:13][C:11]=2[N:12]=1>>[N:1]1([C:7]2[N:8]=[C:9]([NH:19][CH2:20][C:21]3[CH:22]=[CH:23][CH:24]=[CH:25][CH:26]=3)[C:10]3[CH:15]=[C:14]([N+:16]([O-:18])=[O:17])[S:13][C:11]=3[N:12]=2)[CH:5]=[N:4][CH:3]=[N:2]1. Procedure: Following the procedure of Example 97, the reaction of 1,2,4-triazole with 2-chloro-6-nitro-4-benzylamino-thieno-[2,3-d]-pyrimidine gives 2-(1,2,4-triazol-1-yl) -6-nitro-4-benzylamino-thieno-[2,3-d]-pyrimidine. Starting materials: CC(C)COC(=O)C(C)N, O=C(O)Cc1ccc(Cl)c(Cl)c1, Cl. Product: CC(C)COC(=O)C(C)NC(=O)Cc1ccc(Cl)c(Cl)c1. Reaction SMILES: [CH2:14]([CH:15]([CH3:16])[CH3:17])[O:18][C:19]([CH:20]([NH2:21])[CH3:22])=[O:23].[Cl:1][c:2]1[cH:3][c:4]([CH2:9][C:10](=[O:11])[OH:12])[cH:5][cH:6][c:7]1[Cl:8].[ClH:13]>>[Cl:1][c:2]1[cH:3][c:4]([CH2:9][C:10](=[O:12])[NH:21][CH:20]([C:19]([O:18][CH2:14][CH:15]([CH3:16])[CH3:17])=[O:23])[CH3:22])[cH:5][cH:6][c:7]1[Cl:8]. Reactants: C(#C)C1=CN=C2N1N=CC=C2 (3-ethynylimidazo[1,2-b]pyridazine), IC=1C=C(C=CC1C)NC(C1=CC(=C(C=C1)CN1CCN(CC1)C)C(F)(F)F)=O (N-(3-iodo-4-methylphenyl)-4-((4-methylpiperazin-1-yl)methyl)-3-(trifluoromethyl)benzamide). The product is N=1C=C(N2N=CC=CC21)C#CC=2C=C(C=CC2C)NC(C2=CC(=C(C=C2)CN2CCN(CC2)C)C(F)(F)F)=O (N-(3-(Imidazo[1,2-b]pyridazin-3-ylethynyl)-4-methylphenyl)-4-((4-methylpiperazin-1-yl)methyl)-3-(trifluoromethyl)benzamide). Reaction SMILES: [C:1]([C:3]1[N:7]2[N:8]=[CH:9][CH:10]=[CH:11][C:6]2=[N:5][CH:4]=1)#[CH:2].I[C:13]1[CH:14]=[C:15]([NH:20][C:21](=[O:40])[C:22]2[CH:27]=[CH:26][C:25]([CH2:28][N:29]3[CH2:34][CH2:33][N:32]([CH3:35])[CH2:31][CH2:30]3)=[C:24]([C:36]([F:39])([F:38])[F:37])[CH:23]=2)[CH:16]=[CH:17][C:18]=1[CH3:19]>>[N:5]1[CH:4]=[C:3]([C:1]#[C:2][C:13]2[CH:14]=[C:15]([NH:20][C:21](=[O:40])[C:22]3[CH:27]=[CH:26][C:25]([CH2:28][N:29]4[CH2:30][CH2:31][N:32]([CH3:35])[CH2:33][CH2:34]4)=[C:24]([C:36]([F:37])([F:38])[F:39])[CH:23]=3)[CH:16]=[CH:17][C:18]=2[CH3:19])[N:7]2[C:6]=1[CH:11]=[CH:10][CH:9]=[N:8]2. Reported procedure: The title compound was synthesized from 3-ethynylimidazo[1,2-b]pyridazine and N-(3-iodo-4-methylphenyl)-4-((4-methylpiperazin-1-yl)methyl)-3-(trifluoromethyl)benzamide in a manner similar to that described for Example 14. The product was obtained as a solid: 533 m/z (M+H). The reactants are NC=1C(=NC=CN1)C(=O)N (3-amino-2-pyrazinecarboxamide), C(C)(=O)OC(C)=O (acetic anhydride), triethyl orthomethoxyacetate, 5904a. Run in C(C)O (ethanol). Yields the product COCC1=NC2=NC=CN=C2C(N1)=O (2-Methoxymethyl-4(3H)-pteridinone). As a reaction SMILES: [NH2:1][C:2]1[C:3]([C:8]([NH2:10])=[O:9])=[N:4][CH:5]=[CH:6][N:7]=1.[C:11]([O:14][C:15](=O)C)(=O)[CH3:12]>C(O)C>[CH3:15][O:14][CH2:11][C:12]1[NH:10][C:8](=[O:9])[C:3]2[C:2](=[N:7][CH:6]=[CH:5][N:4]=2)[N:1]=1. Procedure: Obtained using the procedure described in Example 1, starting with 11.7 g (0.085 mole) of 3-amino-2-pyrazinecarboxamide, 73.0 g (0.38 mole) of triethyl orthomethoxyacetate [prepared according to E. T. Stiller, U.S. Pat. No. 2,422,598; C.A. 1947, 41, 5904a] and 75 ml of acetic anhydride. Yld: 12.3 g (75%), m.p. 187°-189° C. (ethanol). Starting materials: Cc1ccccc1, CCOC(C)=O, O, CC(C)CCC(C)(O)c1ccccc1N, Cc1ccc(S(=O)(=O)O)cc1. Product: CC(C)CCC(C)c1ccccc1N. Reaction SMILES: [CH3:28][c:29]1[cH:30][cH:31][cH:32][cH:33][cH:34]1.[CH3:35][CH2:36][O:37][C:38](=[O:39])[CH3:40].[OH2:16].[OH:1][C:2]([CH2:3][CH2:4][CH:5]([CH3:6])[CH3:7])([CH3:8])[c:9]1[c:10]([NH2:11])[cH:12][cH:13][cH:14][cH:15]1.[c:17]1([CH3:18])[cH:19][cH:20][c:21]([S:22]([OH:23])(=[O:24])=[O:25])[cH:26][cH:27]1>>[CH:2]([CH2:3][CH2:4][CH:5]([CH3:6])[CH3:7])([CH3:8])[c:9]1[c:10]([NH2:11])[cH:12][cH:13][cH:14][cH:15]1. The reactants are solution, C(CCC)[Li] (butyl lithium), CCCCCC (hexane), COC=1C(=C(C=O)C=CC1OC)OCOC (3,4-Dimethoxy-2-methoxymethoxybenzaldehyde), CN(CCN(C)C)C (tetramethylethylenediamine). Run in O1CCCC1 (tetrahydrofuran). Run at temperature 0 celsius. Product: COCOC1=C(C=CC=C1)C(O)C1=C(C(=C(C=C1)OC)OC)OCOC ((2-Methoxymethoxyphenyl)-(3,4-dimethoxy-2-methoxymethoxyphenyl)methanol). Isolated yield 200.1%. As a reaction SMILES: C([Li])CCC.[CH3:6][CH2:7][CH2:8][CH2:9][CH2:10][CH3:11].CN(C)CCN(C)C.[CH3:20][O:21][C:22]1[C:23]([O:32][CH2:33][O:34][CH3:35])=[C:24]([CH:27]=[CH:28][C:29]=1[O:30][CH3:31])[CH:25]=[O:26]>O1CCCC1>[CH3:23][O:32][CH2:33][O:34][C:8]1[CH:7]=[CH:6][CH:11]=[CH:10][C:9]=1[CH:25]([C:24]1[CH:27]=[CH:28][C:29]([O:30][CH3:31])=[C:22]([O:21][CH3:20])[C:23]=1[O:32][CH2:33][O:34][CH3:35])[OH:26]. Procedure details: A 1.6 M solution of butyl lithium in hexane (91 ml, 146 mmol) was placed in an oven-dried 500 ml 3-necked flask and cooled to 0° C. and then 22.5 ml (20.1 mmol) of tetramethylethylenediamine was added with stirring. After a 10 min reaction period, a solution of 18.3 g (133 mmol) of methoxymethoxybenzine was added and the mixture allowed to stir for about 3.5 hours at 0° C. 3,4-Dimethoxy-2-methoxymethoxybenzaldehyde (30.0 g, 133 mmol) in 18 ml of tetrahydrofuran was then added dropwise with stirr...